Dataset: the Open Reaction Database (ORD), a public repository of structured organic reaction records. Task: describe an organic reaction: reactants, conditions, products, and yield The reactants are CCCCCCCCN, CC(C)N(c1nc(Cl)nc(N2C(C)(C)CC3(CC2(C)C)OCCO3)n1)C(C)C, O. Yields the product CCCCCCCCNc1nc(N(C(C)C)C(C)C)nc(N2C(C)(C)CC3(CC2(C)C)OCCO3)n1. Reaction SMILES: [CH2:29]([CH2:30][CH2:31][CH2:32][CH2:33][CH2:34][CH2:35][CH3:36])[NH2:37].[Cl:1][c:2]1[n:3][c:4]([N:15]2[C:16]([CH3:27])([CH3:28])[CH2:17][C:18]3([CH2:19][C:20]2([CH3:21])[CH3:22])[O:23][CH2:24][CH2:25][O:26]3)[n:5][c:6]([N:8]([CH:9]([CH3:10])[CH3:11])[CH:12]([CH3:13])[CH3:14])[n:7]1.[OH2:38]>>[c:2]1([NH:37][CH2:29][CH2:30][CH2:31][CH2:32][CH2:33][CH2:34][CH2:35][CH3:36])[n:3][c:4]([N:15]2[C:16]([CH3:27])([CH3:28])[CH2:17][C:18]3([CH2:19][C:20]2([CH3:21])[CH3:22])[O:23][CH2:24][CH2:25][O:26]3)[n:5][c:6]([N:8]([CH:9]([CH3:10])[CH3:11])[CH:12]([CH3:13])[CH3:14])[n:7]1.